Dataset: the Open Reaction Database (ORD), a public repository of structured organic reaction records. Task: describe an organic reaction: reactants, conditions, products, and yield Reactants: Br.OCCOCCOCCN1CCC(CC1)=C1C2=C(CC(C=3SC=CC31)=O)C=CC=C2 (4-{1-[2-[2-(2-hydroxyethoxy)ethoxy]ethyl]piperidin-4-ylidene}-4H-benzo[4,5]cyclohepta[1,2-b]thiophene-10(9H)one hydrobromide), [OH-].[Na+] (sodium hydroxide), [Na] (sodium). Solvent: C(C)O (ethanol). Run at time 15 minute. The product is OCCOCCOCCN1CCC(CC1)=C1C2=C(CC(C=3SC=CC31)O)C=CC=C2 (9,10-dihydro-4-{-1[2-[2-(2-hydroxyethoxy)ethoxy]ethyl]piperidin-4-ylidene}-4H-benzo-[4,5]cyclohepta[1,2-b]thiophene-10-ol). As a reaction SMILES: Br.[OH:2][CH2:3][CH2:4][O:5][CH2:6][CH2:7][O:8][CH2:9][CH2:10][N:11]1[CH2:16][CH2:15][C:14](=[C:17]2[C:26]3[CH:25]=[CH:24][S:23][C:22]=3[C:21](=[O:27])[CH2:20][C:19]3[CH:28]=[CH:29][CH:30]=[CH:31][C:18]2=3)[CH2:13][CH2:12]1.[OH-].[Na+].[Na]>C(O)C>[OH:2][CH2:3][CH2:4][O:5][CH2:6][CH2:7][O:8][CH2:9][CH2:10][N:11]1[CH2:12][CH2:13][C:14](=[C:17]2[C:26]3[CH:25]=[CH:24][S:23][C:22]=3[CH:21]([OH:27])[CH2:20][C:19]3[CH:28]=[CH:29][CH:30]=[CH:31][C:18]2=3)[CH2:15][CH2:16]1 |f:0.1,2.3,^1:33|. Reported procedure: 5.8 g 4-{1-[2-[2-(2-hydroxyethoxy)ethoxy]ethyl]piperidin-4-ylidene}-4H-benzo[4,5]cyclohepta[1,2-b]thiophene-10(9H)one hydrobromide are added with stirring to a solution of 0.5 g sodium hydroxide in 100 ml ethanol. After 15 minutes, 0.45 g sodium borhydride are added in small portions and the mixture is agitated for 20 hours at room temperature. The solvent is then distilled off, the residue is taken up with water and with sodium hydroxide solution and extracted several times with chloroform. The... Reactants: ClC=1C=NC=C(C1N1CCC(CC1)C#N)Cl (1-(3,5-dichloropyridin-4-yl)piperidine-4-carbonitrile), CI (methyl iodide), O (water), solution, [Li+].CC(C)[N-]C(C)C (LDA). The solvent is C1CCOC1 (THF), C1CCOC1 (THF). Conditions: temperature -78 celsius, time 30 minute. Yields the product ClC=1C=NC=C(C1N1CCC(CC1)(C#N)C)Cl (1-(3,5-dichloropyridin-4-yl)-4-methylpiperidine-4-carbonitrile). The yield is 36.0%. RXN SMILES: [Cl:1][C:2]1[CH:3]=[N:4][CH:5]=[C:6]([Cl:16])[C:7]=1[N:8]1[CH2:13][CH2:12][CH:11]([C:14]#[N:15])[CH2:10][CH2:9]1.[Li+].[CH3:18]C([N-]C(C)C)C.CI.O>C1COCC1>[Cl:1][C:2]1[CH:3]=[N:4][CH:5]=[C:6]([Cl:16])[C:7]=1[N:8]1[CH2:13][CH2:12][C:11]([CH3:18])([C:14]#[N:15])[CH2:10][CH2:9]1 |f:1.2|. Procedure details: To a solution of 1-(3,5-dichloropyridin-4-yl)piperidine-4-carbonitrile E48 (90 mg, 0.35 mmol) in THF (1.5 mL), at −78° C., was added a 1M solution of LDA in THF (0.38 mL, 0.38 mmol). The mixture was stirred for 30 min at −78° C. before warming to r.t. After 60 min, methyl iodide (31 μL, 0.5 mmol) was added. The mixture was stirred for a further 60 min at r.t. for 1 h, before addition of water (5 mL). The mixture was extracted with CH2Cl2 (3×5 mL) and the combined organic extracts were dried over... Product: ClCCSC1=CC=C(C(=O)O)C=C1 (4-(2-Chloroethylsulfanyl)-benzoic acid). RXN SMILES: [SH:1][C:2]1[CH:10]=[CH:9][C:5]([C:6]([OH:8])=[O:7])=[CH:4][CH:3]=1.Br[CH2:12][CH2:13][Cl:14].C(=O)([O-])[O-].[K+].[K+]>CC(C)=O>[Cl:14][CH2:13][CH2:12][S:1][C:2]1[CH:10]=[CH:9][C:5]([C:6]([OH:8])=[O:7])=[CH:4][CH:3]=1 |f:2.3.4|. Conditions: temperature 40 celsius, time 7 hour. The yield is 55.4%. Procedure: 4-Mercaptobenzoic acid (65 mmol) and 1-Bromo-2-chloro-ethane (71 mmol) are dissolved in acetone (120 ml) and powdered potassium carbonate (71 mmol) is added. The mixture is warmed up to 40° C. and stirred for 7 hours. After evaporation of the solvent, the residue is extracted with ethyl acetate. The extract is washed with water and dried over sodium sulfate and evaporated. The crude product is suspended in diethylether and the solid filtered of and dried (vacuum). 7.8 g of a white powder with mp... The reactants are SC1=CC=C(C(=O)O)C=C1 (4-Mercaptobenzoic acid), BrCCCl (1-Bromo-2-chloro-ethane), C([O-])([O-])=O.[K+].[K+] (potassium carbonate). The solvent is CC(=O)C (acetone).